This data is from the Open Reaction Database (ORD), a public repository of structured organic reaction records. The task is: describe an organic reaction: reactants, conditions, products, and yield The reactants are [N+](=O)([O-])C=1C(=NC=C(C1)[N+](=O)[O-])NN (3,5-dinitro-pyridinyl-hydrazine), C(=O)O.C=O (formic acid formaldehyde). Reagents/catalysts: C(C)(=O)[O-].[Ag+] (Silver acetate). The solvent is CO (methanol). The product is [N+](=O)([O-])C=1C=NC=C(C1)[N+](=O)[O-] (3.5-dinitro-pyridine). The yield is 21.4%. As a reaction SMILES: [N+:1]([C:4]1[C:5](NN)=[N:6][CH:7]=[C:8]([N+:10]([O-:12])=[O:11])[CH:9]=1)([O-:3])=[O:2].C(O)=O.C=O>CO.C([O-])(=O)C.[Ag+]>[N+:10]([C:8]1[CH:7]=[N:6][CH:5]=[C:4]([N+:1]([O-:3])=[O:2])[CH:9]=1)([O-:12])=[O:11] |f:1.2,4.5|. Reported procedure: Silver acetate (2.0 g) was added to a solution of the crude 3,5-dinitro-pyridinyl-hydrazine (2.2 g) in a mixture of methanol:H2O (1:1,6 ml), and the mixture was stirred at reflux overnight. Solvent was evaporated, then water and conc. NH4OH were added. The mixture was extracted with ethyl ether, the combined extracts were dried over MgSO4, concentrated and purified by column chromatography (5:1 hexane: ethyl acetate) to give the title compound (400 mg) in 21.8% yield. MS (DCI/NH3) m/e: 124 (M-46... Starting materials: COC=1C=C2C(CC(NC2=CC1OC)C)=O (6,7-Dimethoxy-2-methyl-4-oxo-1,2,3,4-tetrahydroquinoline), N1=CC=CC=C1 (pyridine), ClC(=O)OC (methyl chloroformate). Run in C(Cl)Cl (methylene chloride), C(Cl)Cl (methylene chloride). Reaction conditions: time 45 minute. Yields the product COC=1C=C2C(CC(N(C2=CC1OC)C(=O)OC)C)=O (Racemic Methyl 6,7-Dimethoxy-2-methyl-4-oxo-1,2,3,4-tetrahydroquinoline-1-carboxylate). RXN SMILES: [CH3:1][O:2][C:3]1[CH:4]=[C:5]2[C:10](=[CH:11][C:12]=1[O:13][CH3:14])[NH:9][CH:8]([CH3:15])[CH2:7][C:6]2=[O:16].N1C=CC=CC=1.Cl[C:24]([O:26][CH3:27])=[O:25]>C(Cl)Cl>[CH3:1][O:2][C:3]1[CH:4]=[C:5]2[C:10](=[CH:11][C:12]=1[O:13][CH3:14])[N:9]([C:24]([O:26][CH3:27])=[O:25])[CH:8]([CH3:15])[CH2:7][C:6]2=[O:16]. Procedure details: A mixture of 1.2 g. (5.45 mmol) of the quinoline product of Example 4, 792 mg. (10.7 mmol) of dry pyridine and 5.5 ml. of methylene chloride was stirred and cooled by an ice-water bath while 758 mg. (8.02 mmol) of methyl chloroformate in 1 ml. of methylene chloride was added over a 10 min. period at a rate to maintain a 10°-15° C. temperature. The ice bath was removed and the reaction allowed to stir at room temperature for 45 min. then poured onto 25 ml. of saturated sodium bicarbonate solution...